Task: describe an organic reaction: reactants, conditions, products, and yield. Dataset: the Open Reaction Database (ORD), a public repository of structured organic reaction records Reactants: C(C1=CC=CC=C1)NC1=C(N=C2C(=NCN(C2=N1)N1CCNCC1)N1CCS(CC1)=O)Cl (7-benzylamino-6-chloro-4-(1-oxido-thiomorpholino)-1-piperazino-pteridine), C(C1=CC=CC=C1)S (benzylmercaptan). The product is C(C1=CC=CC=C1)NC1=C(N=C2C(=NC(=NC2=N1)N1CCNCC1)N1CCS(CC1)=O)SCC1=CC=CC=C1 (7-Benzylamino-6-benzylthio-4-(1-oxido-thiomorpholino)-2-piperazino-pteridine). As a reaction SMILES: [CH2:1]([NH:8][C:9]1[N:18]=[C:17]2[C:12]([C:13]([N:25]3[CH2:30][CH2:29][S:28](=[O:31])[CH2:27][CH2:26]3)=[N:14][CH2:15][N:16]2N2CCNCC2)=[N:11][C:10]=1Cl)[C:2]1[CH:7]=[CH:6][CH:5]=[CH:4][CH:3]=1.[CH2:33]([SH:40])[C:34]1[CH:39]=[CH:38][CH:37]=[CH:36][CH:35]=1>>[CH2:1]([NH:8][C:9]1[N:18]=[C:17]2[C:12]([C:13]([N:25]3[CH2:30][CH2:29][S:28](=[O:31])[CH2:27][CH2:26]3)=[N:14][C:15]([N:11]3[CH2:12][CH2:17][NH:18][CH2:9][CH2:10]3)=[N:16]2)=[N:11][C:10]=1[S:40][CH2:33][C:34]1[CH:39]=[CH:38][CH:37]=[CH:36][CH:35]=1)[C:2]1[CH:3]=[CH:4][CH:5]=[CH:6][CH:7]=1. Procedure details: This compound was prepared analogous to Example 2 from 7-benzylamino-6-chloro-4-(1-oxido-thiomorpholino)-1-piperazino-pteridine and benzylmercaptan. The reactants are CC=1C=C(CN2N=CC(=C2)C2=CN(C3=NC=C(C=C32)C3=CC=C(C=C3)N3CCNCC3)S(=O)(=O)C3=CC=C(C)C=C3)C=CC1 (3-(1-(3-methylbenzyl)-1H-pyrazol-4-yl)-5-(4-(piperazin-1-yl)phenyl)-1-tosyl-1H-pyrrolo[2,3-b]pyridine), C[C@@H]1OC1 ((S)-2-methyloxirane), CCN(C(C)C)C(C)C (DIPEA). Run in C(C)O (ethanol). The product is CC=1C=C(CN2N=CC(=C2)C2=CN(C3=NC=C(C=C32)C3=CC=C(C=C3)N3CCN(CC3)C[C@H](C)O)S(=O)(=O)C3=CC=C(C)C=C3)C=CC1 ((S)-1-(4-(4-(3-(1-(3-methylbenzyl)-1H-pyrazol-4-yl)-1-tosyl-1H-pyrrolo[2,3-b]pyridin-5-yl)phenyl)piperazin-1-yl)propan-2-ol). Isolated yield 62.0%. Reaction SMILES: [CH3:1][C:2]1[CH:3]=[C:4]([CH:42]=[CH:43][CH:44]=1)[CH2:5][N:6]1[CH:10]=[C:9]([C:11]2[C:19]3[C:14](=[N:15][CH:16]=[C:17]([C:20]4[CH:25]=[CH:24][C:23]([N:26]5[CH2:31][CH2:30][NH:29][CH2:28][CH2:27]5)=[CH:22][CH:21]=4)[CH:18]=3)[N:13]([S:32]([C:35]3[CH:41]=[CH:40][C:38]([CH3:39])=[CH:37][CH:36]=3)(=[O:34])=[O:33])[CH:12]=2)[CH:8]=[N:7]1.[CH3:45][C@H:46]1[CH2:48][O:47]1.CCN(C(C)C)C(C)C>C(O)C>[CH3:1][C:2]1[CH:3]=[C:4]([CH:42]=[CH:43][CH:44]=1)[CH2:5][N:6]1[CH:10]=[C:9]([C:11]2[C:19]3[C:14](=[N:15][CH:16]=[C:17]([C:20]4[CH:21]=[CH:22][C:23]([N:26]5[CH2:27][CH2:28][N:29]([CH2:45][C@@H:46]([OH:47])[CH3:48])[CH2:30][CH2:31]5)=[CH:24][CH:25]=4)[CH:18]=3)[N:13]([S:32]([C:35]3[CH:41]=[CH:40][C:38]([CH3:39])=[CH:37][CH:36]=3)(=[O:34])=[O:33])[CH:12]=2)[CH:8]=[N:7]1. Procedure details: Using similar reaction conditions as described in step-i of example-82A, 3-(1-(3-methylbenzyl)-1H-pyrazol-4-yl)-5-(4-(piperazin-1-yl)phenyl)-1-tosyl-1H-pyrrolo[2,3-b]pyridine (175 mg. 0.244 mmol) was alkylated using (S)-2-methyloxirane (26 mg, 0.488 mmol), DIPEA (171 μL, 0.977 mmol) and ethanol (5 mL) to get 100 mg (62.1% yield) of the titled compound. MS: m/z=661.2 (M+1). Reactants: [N+](=O)([O-])CC(C1=CC(=CC=C1)C(F)(F)F)NC(OC(C)(C)C)=O (tert-Butyl {2-nitro-1-[3-(trifluoromethyl)phenyl]ethyl}carbamate), [H][H] (hydrogen). The reagents and catalysts are [Ni] (Raney nickel). Run in CO (methanol). The product is NCC(C1=CC(=CC=C1)C(F)(F)F)NC(OC(C)(C)C)=O (tert-Butyl {2-amino-1-[3-(trifluoromethyl)phenyl]ethyl}carbamate). As a reaction SMILES: [N+:1]([CH2:4][CH:5]([NH:16][C:17](=[O:23])[O:18][C:19]([CH3:22])([CH3:21])[CH3:20])[C:6]1[CH:11]=[CH:10][CH:9]=[C:8]([C:12]([F:15])([F:14])[F:13])[CH:7]=1)([O-])=O.[H][H]>CO.[Ni]>[NH2:1][CH2:4][CH:5]([NH:16][C:17](=[O:23])[O:18][C:19]([CH3:21])([CH3:20])[CH3:22])[C:6]1[CH:11]=[CH:10][CH:9]=[C:8]([C:12]([F:15])([F:14])[F:13])[CH:7]=1. Procedure: Of the compound from Example 100A, 3.87 g (11.2 mmol) were hydrogenated in 230 ml of methanol with 5 ml of Raney nickel suspension (50% in water) at a hydrogen pressure of 3 bar for 3 h. The reaction mixture was filtered over celite and washed with methanol, and the filtrate was freed from the solvent on a rotary evaporator. The residue was dried in an HV. This gave 3.50 g (99% of theory) of the title compound. Starting materials: ClC=1C(=NC2=CC=C(C=C2N1)C(=O)OC)C1=CC=C(C=C1)F (methyl 3-chloro-2-(4-fluorophenyl)quinoxaline-6-carboxylate), C(CC)NCCC (dipropylamine), CCN(C(C)C)C(C)C (DIEA). Solvent: CS(=O)C (DMSO), O (water). Conditions: temperature 85 celsius, time 8 hour. Yields the product C(CC)N(C=1C(=NC2=CC=C(C=C2N1)C(=O)OC)C1=CC=C(C=C1)F)CCC (methyl 3-(dipropylamino)-2-(4-fluorophenyl)quinoxaline-6-carboxylate). The yield is 41.0%. Reaction SMILES: Cl[C:2]1[C:3]([C:16]2[CH:21]=[CH:20][C:19]([F:22])=[CH:18][CH:17]=2)=[N:4][C:5]2[C:10]([N:11]=1)=[CH:9][C:8]([C:12]([O:14][CH3:15])=[O:13])=[CH:7][CH:6]=2.[CH2:23]([NH:26][CH2:27][CH2:28][CH3:29])[CH2:24][CH3:25].CCN(C(C)C)C(C)C>CS(C)=O.O>[CH2:23]([N:26]([CH2:27][CH2:28][CH3:29])[C:2]1[C:3]([C:16]2[CH:21]=[CH:20][C:19]([F:22])=[CH:18][CH:17]=2)=[N:4][C:5]2[C:10]([N:11]=1)=[CH:9][C:8]([C:12]([O:14][CH3:15])=[O:13])=[CH:7][CH:6]=2)[CH2:24][CH3:25]. Procedure: To a solution of methyl 3-chloro-2-(4-fluorophenyl)quinoxaline-6-carboxylate (100 mg, 0.32 mmol) in DMSO (3 mL) was added dipropylamine (100 mg, 0.99 mmol) and DIEA (100 mg, 0.77 mmol). The resulting solution was stirred overnight at 85° C. and then diluted with water (50 mL), extracted with ethyl acetate (3×20 mL), and the organic layers combined, dried over anhydrous magnesium sulfate, and concentrated in vacuo to give a residue, which was purified via silica gel column chromatography (2.5%-4%...